Dataset: the Open Reaction Database (ORD), a public repository of structured organic reaction records. Task: describe an organic reaction: reactants, conditions, products, and yield Starting materials: Cc1ccccc1, COC(OC)OC, Cn1c(C(F)(F)F)cc(=O)n(-c2ccc(Cl)c(C=O)c2)c1=O. Yields the product COC(OC)c1cc(-n2c(=O)cc(C(F)(F)F)n(C)c2=O)ccc1Cl. Reaction SMILES: [CH3:30][c:31]1[cH:32][cH:33][cH:34][cH:35][cH:36]1.[CH:1]([O:2][CH3:3])([O:4][CH3:5])[O:6][CH3:7].[Cl:8][c:9]1[c:10]([CH:28]=[O:29])[cH:11][c:12](-[n:15]2[c:16](=[O:27])[n:17]([CH3:26])[c:18]([C:22]([F:23])([F:24])[F:25])[cH:19][c:20]2=[O:21])[cH:13][cH:14]1>>[CH:1]([O:4][CH3:5])([O:6][CH3:7])[c:10]1[c:9]([Cl:8])[cH:14][cH:13][c:12](-[n:15]2[c:16](=[O:27])[n:17]([CH3:26])[c:18]([C:22]([F:23])([F:24])[F:25])[cH:19][c:20]2=[O:21])[cH:11]1. Reactants: [BH3-]C#N, CC(=O)O, CO, Cc1ccc(NC(=O)c2cc(Cl)ccc2NCC2CCNCC2)nc1, [Na+], C1CCOC1, O=C1CCSC1. Yields the product Cc1ccc(NC(=O)c2cc(Cl)ccc2NCC2CCN(C3CCSC3)CC2)nc1. As a reaction SMILES: [C:32]([BH3-:33])#[N:34].[C:36]([OH:37])(=[O:38])[CH3:39].[CH3:40][OH:41].[Cl:1][c:2]1[cH:3][cH:4][c:5]([NH:18][CH2:19][CH:20]2[CH2:21][CH2:22][NH:23][CH2:24][CH2:25]2)[c:6]([C:7](=[O:8])[NH:9][c:10]2[n:11][cH:12][c:13]([CH3:16])[cH:14][cH:15]2)[cH:17]1.[Na+:35].[O:42]1[CH2:43][CH2:44][CH2:45][CH2:46]1.[S:26]1[CH2:27][C:28](=[O:31])[CH2:29][CH2:30]1>>[Cl:1][c:2]1[cH:3][cH:4][c:5]([NH:18][CH2:19][CH:20]2[CH2:21][CH2:22][N:23]([CH:28]3[CH2:27][S:26][CH2:30][CH2:29]3)[CH2:24][CH2:25]2)[c:6]([C:7](=[O:8])[NH:9][c:10]2[n:11][cH:12][c:13]([CH3:16])[cH:14][cH:15]2)[cH:17]1.